describe an organic reaction: reactants, conditions, products, and yield From a dataset of the Open Reaction Database (ORD), a public repository of structured organic reaction records. The reactants are COC(=O)CCCCCCC1C(OC(C)=O)CC(OC2CCCCO2)C1C=O, COC(C)(C)C, [Li+], CCCCCC(=O)CP(=O)(OC)OC, [OH-], O, O. As a reaction SMILES: [C:18]([CH3:19])(=[O:20])[O:21][CH:22]1[CH2:23][CH:24]([O:39][CH:40]2[O:41][CH2:42][CH2:43][CH2:44][CH2:45]2)[CH:25]([CH:37]=[O:38])[CH:26]1[CH2:27][CH2:28][CH2:29][CH2:30][CH2:31][CH2:32][C:33](=[O:34])[O:35][CH3:36].[CH3:46][O:47][C:48]([CH3:49])([CH3:50])[CH3:51].[Li+:17].[O:1]=[C:2]([CH2:3][P:4](=[O:5])([O:6][CH3:7])[O:8][CH3:9])[CH2:10][CH2:11][CH2:12][CH2:13][CH3:14].[OH-:16].[OH2:15].[OH2:52]>>[O:1]=[C:2]([CH:3]=[CH:37][CH:25]1[CH:24]([O:39][CH:40]2[O:41][CH2:42][CH2:43][CH2:44][CH2:45]2)[CH2:23][CH:22]([O:21][C:18]([CH3:19])=[O:20])[CH:26]1[CH2:27][CH2:28][CH2:29][CH2:30][CH2:31][CH2:32][C:33](=[O:34])[O:35][CH3:36])[CH2:10][CH2:11][CH2:12][CH2:13][CH3:14]. Yields the product CCCCCC(=O)C=CC1C(OC2CCCCO2)CC(OC(C)=O)C1CCCCCCC(=O)OC. Reaction SMILES: [C:1]([NH:8][NH:9][C:10]([O:12][C:13]([CH3:16])([CH3:15])[CH3:14])=[O:11])([O:3][C:4]([CH3:7])([CH3:6])[CH3:5])=[O:2].[H-].[Na+].Cl[CH2:20][CH2:21][C:22]([C:24]1[CH:29]=[CH:28][CH:27]=[CH:26][CH:25]=1)=[O:23].O>C1COCC1>[C:1]([N:8]([CH2:20][CH2:21][C:22]([C:24]1[CH:29]=[CH:28][CH:27]=[CH:26][CH:25]=1)=[O:23])[NH:9][C:10]([O:12][C:13]([CH3:16])([CH3:15])[CH3:14])=[O:11])([O:3][C:4]([CH3:7])([CH3:6])[CH3:5])=[O:2] |f:1.2|. Procedure: To a cooled (0° C.) solution of di-Boc-hydrazine (2.0 g, 8.6 mmol) in THF (30 mL) was slowly added sodium hydride (210 mg, 8.6 mmol). After stirring at 0° C. for 5 minutes and then at room temperature for 30 minutes, the mixture was added to a solution of 3-chloro-1-phenylpropan-1-one (1.50 g, 8.6 mmol) in THF (10 mL). After stirring at room temperature for 30 minutes, water was added, and the mixture was partitioned between brine and ethyl acetate. The organic layer was dried over Na2SO4, filte... Run in C1CCOC1 (THF), C1CCOC1 (THF). The reactants are ClCCC(=O)C1=CC=CC=C1 (3-chloro-1-phenylpropan-1-one), O (water), C(=O)(OC(C)(C)C)NNC(=O)OC(C)(C)C (di-Boc-hydrazine), [H-].[Na+] (sodium hydride). Reaction conditions: temperature 0 celsius, time 5 minute. Yields the product C(=O)(OC(C)(C)C)N(NC(=O)OC(C)(C)C)CCC(=O)C1=CC=CC=C1 (N,N′-di-Boc-3-hydrazinyl-1-phenylpropan-1-one).